This data is from the Open Reaction Database (ORD), a public repository of structured organic reaction records. The task is: describe an organic reaction: reactants, conditions, products, and yield The reactants are C(=O)(O)[O-].[Na+] (NaHCO3), C(C1=CC=CC=C1)(=O)O[C@H]([C@H](NC(C1=CC=CC=C1)(C1=CC=CC=C1)C1=CC=CC=C1)C(=O)OC)C (methyl O-benzoyl-N-trityl-L-allothreoninate), solution, C[O-].[Na+] (sodium methoxide). Solvent: CO (methanol), CO (methanol). Run at time 2 day. Product: C(C1=CC=CC=C1)(C1=CC=CC=C1)(C1=CC=CC=C1)N[C@@H]([C@@H](O)C)C(=O)OC (methyl N-trityl-L-allothreoninate). The yield is 61.7%. RXN SMILES: C([O:9][C@@H:10]([CH3:36])[C@@H:11]([C:32]([O:34][CH3:35])=[O:33])[NH:12][C:13]([C:26]1[CH:31]=[CH:30][CH:29]=[CH:28][CH:27]=1)([C:20]1[CH:25]=[CH:24][CH:23]=[CH:22][CH:21]=1)[C:14]1[CH:19]=[CH:18][CH:17]=[CH:16][CH:15]=1)(=O)C1C=CC=CC=1.C[O-].[Na+].C([O-])(O)=O.[Na+]>CO>[C:13]([NH:12][C@H:11]([C:32]([O:34][CH3:35])=[O:33])[C@H:10]([CH3:36])[OH:9])([C:20]1[CH:21]=[CH:22][CH:23]=[CH:24][CH:25]=1)([C:26]1[CH:31]=[CH:30][CH:29]=[CH:28][CH:27]=1)[C:14]1[CH:15]=[CH:16][CH:17]=[CH:18][CH:19]=1 |f:1.2,3.4|. Reported procedure: A solution of the methyl O-benzoyl-N-trityl-L-allothreoninate (1.24 g, 2.59 mmol) dissolved in 15 mL of anhydrous methanol was treated with 0.1 mL of a 25% solution of sodium methoxide in methanol. The reaction mixture was stirred under N2 for 2 days. The reaction was then treated with 10 mL of saturated aqueous NaHCO3 solution and the methanol was removed under reduced pressure. The reaction mixture was then treated with 30 mL of ethyl acetate and washed successively with H2O and brine. The org... Reactants: C1CCOC1, Cl, COC1=NC(C)=C(C(C)=O)C(c2cc(F)c(F)c(F)c2)N1C(=O)Oc1ccc([N+](=O)[O-])cc1. Product: CC(=O)C1=C(C)NC(=O)N(C(=O)Oc2ccc([N+](=O)[O-])cc2)C1c1cc(F)c(F)c(F)c1. RXN SMILES: [CH2:35]1[O:36][CH2:37][CH2:38][CH2:39]1.[ClH:1].[F:2][c:3]1[cH:4][c:5]([CH:11]2[C:12]([C:32]([CH3:33])=[O:34])=[C:13]([CH3:31])[N:14]=[C:15]([O:29][CH3:30])[N:16]2[C:17](=[O:18])[O:19][c:20]2[cH:21][cH:22][c:23]([N+:26](=[O:27])[O-:28])[cH:24][cH:25]2)[cH:6][c:7]([F:10])[c:8]1[F:9]>>[F:2][c:3]1[cH:4][c:5]([CH:11]2[C:12]([C:32]([CH3:33])=[O:34])=[C:13]([CH3:31])[NH:14][C:15](=[O:29])[N:16]2[C:17](=[O:18])[O:19][c:20]2[cH:21][cH:22][c:23]([N+:26](=[O:27])[O-:28])[cH:24][cH:25]2)[cH:6][c:7]([F:10])[c:8]1[F:9]. The reactants are NN1C(C(NCC1)=O)=O (1-amino-2,3-dioxo-piperazine), CC1=CC=C(C=O)O1 (5-methyl-furfural). Run in C(C)(=O)O (acetic acid). Reaction conditions: time 30 minute. Yields the product CC1=CC=C(C=NN2C(C(NCC2)=O)=O)O1 (1-(5-methyl-furfurylideneamino)-2,3-dioxo-piperazine). Yield: 76.6%. RXN SMILES: [NH2:1][N:2]1[CH2:7][CH2:6][NH:5][C:4](=[O:8])[C:3]1=[O:9].[CH3:10][C:11]1[O:17][C:14]([CH:15]=O)=[CH:13][CH:12]=1>C(O)(=O)C>[CH3:15][C:14]1[O:17][C:11]([CH:10]=[N:1][N:2]2[CH2:7][CH2:6][NH:5][C:4](=[O:8])[C:3]2=[O:9])=[CH:12][CH:13]=1. Procedure: 1.3 pts. by wt. of 1-amino-2,3-dioxo-piperazine, 1.3 pts. by wt. of 5-methyl-furfural and 7 pts. by vol. of glacial acetic acid are warmed to 90° C. for 10 minutes and then left for 30 minutes at RT. The precipitate is filtered off, washed first with 3 pts. by vol. of glacial acetic acid and then three times with 10 pts. by vol. of ethyl acetate and dried in air. 1.7 pts. by wt. (76.6%) of 1-(5-methyl-furfurylideneamino)-2,3-dioxo-piperazine of decomp. pt. 245°-8° C. are obtained. The reactants are BrC=1C=C2C(=NC1)N(C=C2C=2C=C1C=CNC1=CC2)S(=O)(=O)C2=CC=C(C)C=C2 (5-bromo-3-(1H-indol-5-yl)-1-tosyl-1H-pyrrolo[2,3-b]pyridine), CC1(OB(OC1(C)C)C1=CC=C(CN2CCN(CC2)C(=O)OC(C)(C)C)C=C1)C (tert-butyl 4-(4-(4,4,5,5-tetramethyl-1,3,2-dioxaborolan-2-yl)benzyl)piperazine-1-carboxylate), C([O-])([O-])=O.[Na+].[Na+] (sodium carbonate), dichloro-bis-(triphenylphosphine) palladium(II). The solvent is C(C)#N (acetonitrile). Conditions: temperature 150 celsius. Product: N1C=CC2=CC(=CC=C12)C1=CNC2=NC=C(C=C21)C2=CC=C(CN1CCN(CC1)C(=O)OC(C)(C)C)C=C2 (tert-butyl 4-(4-(3-(1H-indol-5-yl)-1H-pyrrolo[2,3-b]pyridin-5-yl)benzyl)piperazine-1-carboxylate). Yield: 35.1%. Reaction SMILES: Br[C:2]1[CH:3]=[C:4]2[C:10]([C:11]3[CH:12]=[C:13]4[C:17](=[CH:18][CH:19]=3)[NH:16][CH:15]=[CH:14]4)=[CH:9][N:8](S(C3C=CC(C)=CC=3)(=O)=O)[C:5]2=[N:6][CH:7]=1.CC1(C)C(C)(C)OB([C:38]2[CH:57]=[CH:56][C:41]([CH2:42][N:43]3[CH2:48][CH2:47][N:46]([C:49]([O:51][C:52]([CH3:55])([CH3:54])[CH3:53])=[O:50])[CH2:45][CH2:44]3)=[CH:40][CH:39]=2)O1.C(=O)([O-])[O-].[Na+].[Na+]>C(#N)C>[NH:16]1[C:17]2[C:18](=[CH:19][C:11]([C:10]3[C:4]4[C:5](=[N:6][CH:7]=[C:2]([C:38]5[CH:57]=[CH:56][C:41]([CH2:42][N:43]6[CH2:44][CH2:45][N:46]([C:49]([O:51][C:52]([CH3:53])([CH3:55])[CH3:54])=[O:50])[CH2:47][CH2:48]6)=[CH:40][CH:39]=5)[CH:3]=4)[NH:8][CH:9]=3)=[CH:12][CH:13]=2)[CH:14]=[CH:15]1 |f:2.3.4|. Reported procedure: Intermediate B (131 mg) and tert-butyl 4-(4-(4,4,5,5-tetramethyl-1,3,2-dioxaborolan-2-yl)benzyl)piperazine-1-carboxylate (136 mg) were suspended in 2 mL of acetonitrile and treated with 2 mL of 1 M sodium carbonate solution and dichloro-bis-(triphenylphosphine)-palladium(II) (10 mg). The resulting mixture was heated in a microwave reactor cell for 20 minutes at 150° C., resulting in de-tosylated material which was purified by MPLC chromatography (0-3% methanol) to provide an analytical sample of... Reactants: O (water), [H-].[Na+] (sodium hydride), C(C=CC)Br (crotyl bromide), C(CCC)OCCOC1=CC=C(C=C1)C=1C=CC2=C(C=C(CCN2)C(=O)OC)C1 (methyl 7-[4-(2-butoxyethoxy)phenyl]-2,3-dihydro-1-benzazepine-4-carboxylate). The solvent is C1CCOC1 (THF). Run at time 1 hour. Yields the product C(CCC)OCCOC1=CC=C(C=C1)C=1C=CC2=C(C=C(CCN2CC=CC)C(=O)OC)C1 (methyl 7-[4-(2-butoxyethoxy)phenyl]-1-crotyl-2,3-dihydro-1-benzazepine-4-carboxylate). As a reaction SMILES: [CH2:1]([O:5][CH2:6][CH2:7][O:8][C:9]1[CH:14]=[CH:13][C:12]([C:15]2[CH:16]=[CH:17][C:18]3[NH:24][CH2:23][CH2:22][C:21]([C:25]([O:27][CH3:28])=[O:26])=[CH:20][C:19]=3[CH:29]=2)=[CH:11][CH:10]=1)[CH2:2][CH2:3][CH3:4].[H-].[Na+].[CH2:32](Br)[CH:33]=[CH:34][CH3:35].O>C1COCC1>[CH2:1]([O:5][CH2:6][CH2:7][O:8][C:9]1[CH:10]=[CH:11][C:12]([C:15]2[CH:16]=[CH:17][C:18]3[N:24]([CH2:32][CH:33]=[CH:34][CH3:35])[CH2:23][CH2:22][C:21]([C:25]([O:27][CH3:28])=[O:26])=[CH:20][C:19]=3[CH:29]=2)=[CH:13][CH:14]=1)[CH2:2][CH2:3][CH3:4] |f:1.2|. Procedure details: In THF (6.0 ml) was dissolved methyl 7-[4-(2-butoxyethoxy)phenyl]-2,3-dihydro-1-benzazepine-4-carboxylate (0.30 g). To the solution was added 60% sodium hydride (61 mg) under ice-cooling and the mixture was stirred at room temperature for 1 hour. To the mixture was added crotyl bromide (0.31 ml), and the mixture was stirred at 60° C. for 4 days. After cooled to room temperature, the reaction solution was added to water, and the mixture was extracted with ethyl acetate. The extract was washed wit... The reactants are COC(=O)C(CCC(=O)c1ccc(OCc2ccccc2F)cc1)NC(=O)OC(C)(C)C, ClCCl, O=C(O)C(F)(F)F. The product is COC(=O)C1CCC(c2ccc(OCc3ccccc3F)cc2)=N1. Reaction SMILES: [CH3:1][C:2]([O:3][C:4](=[O:6])[NH:8][CH:9]([C:10](=[O:11])[O:12][CH3:13])[CH2:14][CH2:15][C:16](=[O:5])[c:18]1[cH:19][cH:20][c:21]([O:24][CH2:25][c:26]2[c:27]([F:32])[cH:28][cH:29][cH:30][cH:31]2)[cH:22][cH:23]1)([CH3:7])[CH3:17].[Cl:40][CH2:41][Cl:42].[OH:33][C:34]([C:35]([F:36])([F:37])[F:38])=[O:39]>>[N:8]1=[C:16]([c:18]2[cH:19][cH:20][c:21]([O:24][CH2:25][c:26]3[c:27]([F:32])[cH:28][cH:29][cH:30][cH:31]3)[cH:22][cH:23]2)[CH2:15][CH2:14][CH:9]1[C:10](=[O:11])[O:12][CH3:13].